describe an organic reaction: reactants, conditions, products, and yield From a dataset of the Open Reaction Database (ORD), a public repository of structured organic reaction records. Starting materials: ClCCl, OCc1cccc2c(Cl)c3ccccc3cc12. Product: O=Cc1cccc2c(Cl)c3ccccc3cc12. Reaction SMILES: [Cl:18][CH2:19][Cl:20].[Cl:1][c:2]1[c:3]2[cH:4][cH:5][cH:6][c:7]([CH2:16][OH:17])[c:8]2[cH:9][c:10]2[cH:11][cH:12][cH:13][cH:14][c:15]12>>[Cl:1][c:2]1[c:3]2[cH:4][cH:5][cH:6][c:7]([CH:16]=[O:17])[c:8]2[cH:9][c:10]2[cH:11][cH:12][cH:13][cH:14][c:15]12. Reaction SMILES: [CH3:1][O:2][C:3]([CH:5]1[CH2:8][N:7]([CH2:9][C:10]2[CH:15]=[CH:14][CH:13]=[C:12]([N+:16]([O-])=O)[CH:11]=2)[CH2:6]1)=[O:4]>CCO.[Pd]>[CH3:1][O:2][C:3]([CH:5]1[CH2:8][N:7]([CH2:9][C:10]2[CH:15]=[CH:14][CH:13]=[C:12]([NH2:16])[CH:11]=2)[CH2:6]1)=[O:4]. The solvent is CCO (EtOH). Reagents/catalysts: [Pd] (Pd—C). Conditions: time 1 hour. Yields the product COC(=O)C1CN(C1)CC1=CC(=CC=C1)N (1-(3-Amino-benzyl)-azetidine-3-carboxylic acid methyl ester). Procedure: To a solution of INT 2 (250 mg, 0.99 mmol) in EtOH (10 mL) was added Pd—C 10% (25 mg). The mixture was stirred under 1 atm of H2 for 1 hour. The mixture was quenched with CH2Cl2 and filtered through a pad of Celite. The filtrate was concentrated to give INT 3. The reactants are COC(=O)C1CN(C1)CC1=CC(=CC=C1)[N+](=O)[O-] (1-(3-Nitro-benzyl)-azetidine-3-carboxylic acid methyl ester). The product is Cl.C(C1=CC=CC=C1)[Si](C)(C)CN1CCCC1 (N-[(benzyldimethylsilyl)methyl]pyrrolidine hydrochloride). Procedure: 9.9 g of chloromethyl-benzyl-dimethylsilane and 8.9 g of pyrrolidine are refluxed in 40 ml of xylene for 6 hours, then the reaction mixture is washed 5 times with a total of 250 ml of water at room temperature. The organic phase is dried over anhydrous magnesium sulfate, filtered and the filtrate is evaporated to solvent-free. The slightly yellow oily residue is dissolved in 20 ml of ethyl acetate and the solution is acidified to pH 4.5 by adding ethanolic hydrogen chloride solution. After dryin... Reactants: ClC[Si](C)(C)CC1=CC=CC=C1 (chloromethyl-benzyl-dimethylsilane), N1CCCC1 (pyrrolidine). RXN SMILES: [Cl:1][CH2:2][Si:3]([CH2:6][C:7]1[CH:12]=[CH:11][CH:10]=[CH:9][CH:8]=1)([CH3:5])[CH3:4].[NH:13]1[CH2:17][CH2:16][CH2:15][CH2:14]1>C1(C)C(C)=CC=CC=1>[ClH:1].[CH2:6]([Si:3]([CH2:2][N:13]1[CH2:17][CH2:16][CH2:15][CH2:14]1)([CH3:5])[CH3:4])[C:7]1[CH:12]=[CH:11][CH:10]=[CH:9][CH:8]=1 |f:3.4|. Run in C=1(C(=CC=CC1)C)C (xylene). Reactants: C(C)OC(CC=1C(=NC=C(C1)Br)Cl)=O ((5-Bromo-2-chloro-pyridin-3-yl)-acetic acid ethyl ester), CC1(OB(OC1(C)C)C1=C(C=O)C=C(C=C1)C(F)(F)F)C (2-(4,4,5,5-tetramethyl-[1,3,2]dioxaborolan-2-yl)-5-trifluoromethyl-benzaldehyde). Yields the product C(C)OC(CC=1C(=NC=C(C1)C1=C(C=C(C=C1)C(F)(F)F)C=O)Cl)=O ([2-chloro-5-(2-formyl-4-trifluoromethyl-phenyl)-pyridin-3-yl]-acetic acid ethyl ester). RXN SMILES: [CH2:1]([O:3][C:4](=[O:14])[CH2:5][C:6]1[C:7]([Cl:13])=[N:8][CH:9]=[C:10](Br)[CH:11]=1)[CH3:2].CC1(C)C(C)(C)OB([C:23]2[CH:30]=[CH:29][C:28]([C:31]([F:34])([F:33])[F:32])=[CH:27][C:24]=2[CH:25]=[O:26])O1>>[CH2:1]([O:3][C:4](=[O:14])[CH2:5][C:6]1[C:7]([Cl:13])=[N:8][CH:9]=[C:10]([C:23]2[CH:30]=[CH:29][C:28]([C:31]([F:34])([F:33])[F:32])=[CH:27][C:24]=2[CH:25]=[O:26])[CH:11]=1)[CH3:2]. Procedure: (5-Bromo-2-chloro-pyridin-3-yl)-acetic acid ethyl ester and 2-(4,4,5,5-tetramethyl-[1,3,2]dioxaborolan-2-yl)-5-trifluoromethyl-benzaldehyde were reacted as described in Example 3, Step 6 to provide [2-chloro-5-(2-formyl-4-trifluoromethyl-phenyl)-pyridin-3-yl]-acetic acid ethyl ester. Reactants: C(C)(C)(C)OC(=O)N(C)[C@@H]1CNCC1 ((S)-3-[N-(tert-butoxycarbonyl)-N-methylamino]pyrrolidine), BrC1=CN=CC=2C=CC=C(C12)S(=O)(=O)Cl (4-bromo-5-isoquinolinesulfonyl chloride), FC1=CN=CC=2C=CC=C(C12)S(=O)(=O)Cl (4-fluoro-5-isoquinolinesulfonyl chloride), C(C)(C)(C)OC(=O)N(C)C1CNCC1 (3-[N-(tert-butoxycarbonyl)-N-methylamino]pyrrolidine). Yields the product C(C)(C)(C)OC(=O)N(C)[C@@H]1CN(CC1)S(=O)(=O)C=1C=2C(=CN=CC2C=CC1)F ((S)-3-[N-(tert-butoxycarbonyl)-N-methylamino]-1-(4-fluoro-5-isoquinolinesulfonyl)pyrrolidine), compound, Cl (hydrochloride). As a reaction SMILES: [F:1][C:2]1[C:11]2[C:10]([S:12]([Cl:15])(=[O:14])=[O:13])=[CH:9][CH:8]=[CH:7][C:6]=2[CH:5]=[N:4][CH:3]=1.[C:16]([O:20][C:21]([N:23]([C@H:25]1[CH2:29][CH2:28][NH:27][CH2:26]1)[CH3:24])=[O:22])([CH3:19])([CH3:18])[CH3:17].BrC1C2C(S(Cl)(=O)=O)=CC=CC=2C=NC=1.C(OC(N(C1CCNC1)C)=O)(C)(C)C>>[C:16]([O:20][C:21]([N:23]([C@H:25]1[CH2:29][CH2:28][N:27]([S:12]([C:10]2[C:11]3[C:2]([F:1])=[CH:3][N:4]=[CH:5][C:6]=3[CH:7]=[CH:8][CH:9]=2)(=[O:14])=[O:13])[CH2:26]1)[CH3:24])=[O:22])([CH3:19])([CH3:17])[CH3:18].[ClH:15]. Procedure: That is, (S)-3-[N-(tert-butoxycarbonyl)-N-methylamino]-1-(4-fluoro-5-isoquinolinesulfonyl)pyrrolidine (Intermediate 22a) was prepared by using 4-fluoro-5-isoquinolinesulfonyl chloride and (S)-3-[N-(tert-butoxycarbonyl)-N-methylamino]pyrrolidine in the method of Example 31, Step A instead of 4-bromo-5-isoquinolinesulfonyl chloride and 3-[N-(tert-butoxycarbonyl)-N-methylamino]pyrrolidine, respectively, and then used in the method of Example 31, Step B in a similar manner to obtain the compound of ... Reactants: O(C1=CC=CC=C1)C(=O)N1CCC(CC1)C(C1=C(C=CC=C1)F)=O (1-phenoxycarbonyl-4-(2-fluorobenzoyl)piperidine), [OH-].[K+] (potassium hydroxide), Cl (hydrogen chloride). The solvent is O (water), C(C)O (ethanol), C(C)O (ethanol). Yields the product Cl.FC1=C(C(=O)C2CCNCC2)C=CC=C1 (4-(2-Fluorobenzoyl)piperidine hydrochloride). Yield: 40.0%. RXN SMILES: O(C([N:10]1[CH2:15][CH2:14][CH:13]([C:16](=[O:24])[C:17]2[CH:22]=[CH:21][CH:20]=[CH:19][C:18]=2[F:23])[CH2:12][CH2:11]1)=O)C1C=CC=CC=1.[OH-].[K+].[ClH:27]>O.C(O)C>[ClH:27].[F:23][C:18]1[CH:19]=[CH:20][CH:21]=[CH:22][C:17]=1[C:16]([CH:13]1[CH2:14][CH2:15][NH:10][CH2:11][CH2:12]1)=[O:24] |f:1.2,6.7|. Reported procedure: A solution of 40.5 g of 1-phenoxycarbonyl-4-(2-fluorobenzoyl)piperidine, 500 ml of ethanol and 500 ml of 30% of potassium hydroxide solution was stirred at a temperature slightly below reflux overnight. The reaction mixture was cooled to room temperature, diluted with 250 ml of water, and the ethanol partially removed under reduced pressure. The aqueous suspension was extracted with ether (2×150 ml) and the ether fraction subsequently extracted with 1N hydrochloric acid (2×200 ml). The aqueous s... Reactants: COc1cc(C=Cc2cc(CO)[nH]n2)ccc1O, O=S(Cl)Cl. Product: COc1cc(C=Cc2cc(CCl)[nH]n2)ccc1O. As a reaction SMILES: [OH:1][CH2:2][c:3]1[cH:4][c:5]([CH:8]=[CH:9][c:10]2[cH:11][c:12]([O:17][CH3:18])[c:13]([OH:16])[cH:14][cH:15]2)[n:6][nH:7]1.[S:19]([Cl:20])([Cl:21])=[O:22]>>[CH2:2]([c:3]1[cH:4][c:5]([CH:8]=[CH:9][c:10]2[cH:11][c:12]([O:17][CH3:18])[c:13]([OH:16])[cH:14][cH:15]2)[n:6][nH:7]1)[Cl:21]. Yield: 13.0%. Solvent: CN(C)C=O (DMF), CN(C)C=O (DMF). Yields the product OC=1C(=NC=CC1)CN1N=C(C=C1)NC(C)=O (N-{1-[(3-hydroxy-2-pyridinyl)methyl]-1H-pyrazol-3-yl}acetamide). Procedure details: Intermediate 1 (200 mg, 1.598 mmol) was dissolved in 2 mL of anhydrous DMF at 0° C. Sodium hydride (ALDRICH, 48.5 mg, 1.920 mmol) was added and mixture of reaction was stirred at 0° C. for 20 minutes. 2-(Bromomethyl)-3-pyridinol hydrobromide (ALFAAESAR, 301 mg, 1.598 mmol) was dissolved in 2 mL of DMF (anh) at 0° C. Sodium hydride (ALDRICH, 48.5 mg, 1.920 mmol) was added and this solution was stirred at 0° C. for 20 minutes. Solution of 2-(bromomethyl)-3-pyridinol was added dropwise to reaction ... The reactants are Br.BrCC1=NC=CC=C1O (2-(Bromomethyl)-3-pyridinol hydrobromide), [H-].[Na+] (Sodium hydride), N1N=C(C=C1)NC(C)=O (N-1H-pyrazol-3-ylacetamide), [H-].[Na+] (Sodium hydride), BrCC1=NC=CC=C1O (2-(bromomethyl)-3-pyridinol). Reaction SMILES: [NH:1]1[CH:5]=[CH:4][C:3]([NH:6][C:7](=[O:9])[CH3:8])=[N:2]1.[H-].[Na+].Br.Br[CH2:14][C:15]1[C:20]([OH:21])=[CH:19][CH:18]=[CH:17][N:16]=1.BrCC1C(O)=CC=CN=1>CN(C=O)C>[OH:21][C:20]1[C:15]([CH2:14][N:1]2[CH:5]=[CH:4][C:3]([NH:6][C:7](=[O:9])[CH3:8])=[N:2]2)=[N:16][CH:17]=[CH:18][CH:19]=1 |f:1.2,3.4|. Conditions: temperature 0 celsius, time 20 minute. Starting materials: N (ammonia), O(C1=CC=CC=C1)C=1C=C(C(=O)Cl)C=CC1 (3-phenoxybenzoyl chloride). The solvent is C(Cl)(Cl)Cl (chloroform). Reaction conditions: time 30 minute. The product is O(C1=CC=CC=C1)C=1C=C(C(=O)N)C=CC1 (3-Phenoxybenzamide). Reaction SMILES: [NH3:1].[O:2]([C:9]1[CH:10]=[C:11]([CH:15]=[CH:16][CH:17]=1)[C:12](Cl)=[O:13])[C:3]1[CH:8]=[CH:7][CH:6]=[CH:5][CH:4]=1>C(Cl)(Cl)Cl>[O:2]([C:9]1[CH:10]=[C:11]([CH:15]=[CH:16][CH:17]=1)[C:12]([NH2:1])=[O:13])[C:3]1[CH:8]=[CH:7][CH:6]=[CH:5][CH:4]=1. Reported procedure: Saturated with anhydrous ammonia a solution containing 23 g (0.1 mole) of 3-phenoxybenzoyl chloride and 250 ml of AR chloroform. Continued stirring for 30 min., chilled to 0° and filtered. The product was pulverised, triturated in cold water and oven-dried to give 21.3 g, m.p. 127°-128°. The reactants are C(#N)C=1C(=NC(=NC1CC)S(=O)(=O)C)N[C@@H](C)C1=C(C=C2C(=N1)C=CN2C)N2CCN(CC2)C(=O)OC(C)(C)C (tert-butyl (S)-4-(5-(1-((5-cyano-6-ethyl-2-(methylsulfonyl)pyrimidin-4-yl)amino)ethyl)-1-methyl-1H-pyrrolo[3,2-b]pyridin-6-yl)piperazine-1-carboxylate), N (ammonia), N (NH3). The solvent is O1CCOCC1 (dioxane), O1CCOCC1 (dioxane), CCOC(=O)C (EtOAc). Reaction conditions: temperature 75 celsius, time 8 hour. Yields the product NC1=NC(=C(C(=N1)N[C@@H](C)C1=C(C=C2C(=N1)C=CN2C)N2CCN(CC2)C(=O)OC(C)(C)C)C#N)CC (tert-Butyl (S)-4-(5-(1-((2-amino-5-cyano-6-ethylpyrimidin-4-yl)amino)ethyl)-1-methyl-1H-pyrrolo[3,2-b]pyridin-6-yl)piperazine-1-carboxylate). RXN SMILES: [C:1]([C:3]1[C:4]([NH:15][C@H:16]([C:18]2[N:23]=[C:22]3[CH:24]=[CH:25][N:26]([CH3:27])[C:21]3=[CH:20][C:19]=2[N:28]2[CH2:33][CH2:32][N:31]([C:34]([O:36][C:37]([CH3:40])([CH3:39])[CH3:38])=[O:35])[CH2:30][CH2:29]2)[CH3:17])=[N:5][C:6](S(C)(=O)=O)=[N:7][C:8]=1[CH2:9][CH3:10])#[N:2].[NH3:41]>O1CCOCC1.CCOC(C)=O>[NH2:41][C:6]1[N:5]=[C:4]([NH:15][C@H:16]([C:18]2[N:23]=[C:22]3[CH:24]=[CH:25][N:26]([CH3:27])[C:21]3=[CH:20][C:19]=2[N:28]2[CH2:33][CH2:32][N:31]([C:34]([O:36][C:37]([CH3:38])([CH3:39])[CH3:40])=[O:35])[CH2:30][CH2:29]2)[CH3:17])[C:3]([C:1]#[N:2])=[C:8]([CH2:9][CH3:10])[N:7]=1. Procedure: To a 10 mL vial were added tert-butyl (S)-4-(5-(1-((5-cyano-6-ethyl-2-(methylsulfonyl)pyrimidin-4-yl)amino)ethyl)-1-methyl-1H-pyrrolo[3,2-b]pyridin-6-yl)piperazine-1-carboxylate (32 mg, 0.056 mmol) in dioxane (2 mL) along with 0.5 M ammonia in dioxane (6.09 μL, 0.281 mmol) to give a yellow solution. The vial was sealed and the reaction mixture was stirred overnight at 75° C. The next day LCMS indicated the reaction was incomplete. Additional NH3 solution (2 eq) was added and the reaction mixture...